From a dataset of the Open Reaction Database (ORD), a public repository of structured organic reaction records. describe an organic reaction: reactants, conditions, products, and yield Starting materials: FC1=C(C=CC(=C1)F)/C=C/C1=NC=C(C=C1)S(=O)(=O)C1=C(C=CC=C1)F (2-[(E)-2-(2,4-difluorophenyl)vinyl]-5-[(2-fluorophenyl)sulfonyl]pyridine), CN1CCNCC1 (1-methylpiperazine), CN1CCNCC1 (1-methylpiperazine). Run in C(C)#N (acetonitrile), C(C)(=O)OCC (ethyl acetate). Reaction conditions: temperature 100 celsius, time 10 minute. The product is FC1=C(C=CC(=C1)F)/C=C/C1=NC=C(C=C1)S(=O)(=O)C1=C(C=CC=C1)N1CCN(CC1)C (2-[(E)-2-(2,4-difluorophenyl)vinyl]-5-[(2-(4-methylpiperazin-1-yl)phenyl)sulfonyl]pyridine). RXN SMILES: [F:1][C:2]1[CH:7]=[C:6]([F:8])[CH:5]=[CH:4][C:3]=1/[CH:9]=[CH:10]/[C:11]1[CH:16]=[CH:15][C:14]([S:17]([C:20]2[CH:25]=[CH:24][CH:23]=[CH:22][C:21]=2F)(=[O:19])=[O:18])=[CH:13][N:12]=1.[CH3:27][N:28]1[CH2:33][CH2:32][NH:31][CH2:30][CH2:29]1>C(#N)C.C(OCC)(=O)C>[F:1][C:2]1[CH:7]=[C:6]([F:8])[CH:5]=[CH:4][C:3]=1/[CH:9]=[CH:10]/[C:11]1[CH:16]=[CH:15][C:14]([S:17]([C:20]2[CH:25]=[CH:24][CH:23]=[CH:22][C:21]=2[N:31]2[CH2:32][CH2:33][N:28]([CH3:27])[CH2:29][CH2:30]2)(=[O:19])=[O:18])=[CH:13][N:12]=1. Procedure: 2-[(E)-2-(2,4-Difluorophenyl)vinyl]-5-[(2-fluorophenyl)sulfonyl]pyridine (Example 1, 30 mg, 0.08 mmol) and 1-methylpiperazine (22 μL, 0.20 mmol) were combined in acetonitrile (0.5 mL) and heated to 100° C. for 5 minutes in a Smith synthesiser microwave reactor. Further 1-methylpiperazine (44 μL, 0.40 mmol) was added and the reaction heated to 150° C. for 10 minutes, then to 170° C. for 10 minutes. The reaction mixture was diluted with ethyl acetate, washed with 1N aqueous hydrochloric acid and b... Starting materials: C(C)(=O)C=1C=C2C(=C(C3=C(C=CC1N23)CO[Si](C)(C)C(C)(C)C)CC)C2=CC=C(C=C2)OCC2=CC=CC=C2 (4-Acetyl-2-(4-benzyloxyphenyl)-7-(tert-butyldimethylsilanyloxymethyl)-1-ethylpyrrolo[2,1,5-cd]indolizine), O.[F-].C(CCC)[N+](CCCC)(CCCC)CCCC (tetrabutylammoniumfluoride hydrate), C(C)OCC (Diethyl ether). The solvent is O1CCCC1 (tetrahydrofuran). Run at time 24 hour. Yields the product C(C)(=O)C=1C=C2C(=C(C3=C(C=CC1N23)CO)CC)C2=CC=C(C=C2)OCC2=CC=CC=C2 (4-Acetyl-2-(4-benzyloxyphenyl)-1-ethyl-7-hydroxymethylpyrrolo[2,1,5-cd]indolizine). The yield is 59.2%. As a reaction SMILES: [C:1]([C:4]1[CH:5]=[C:6]2[N:14]3[C:9](=[C:10]([CH2:15][O:16][Si](C(C)(C)C)(C)C)[CH:11]=[CH:12][C:13]=13)[C:8]([CH2:24][CH3:25])=[C:7]2[C:26]1[CH:31]=[CH:30][C:29]([O:32][CH2:33][C:34]2[CH:39]=[CH:38][CH:37]=[CH:36][CH:35]=2)=[CH:28][CH:27]=1)(=[O:3])[CH3:2].O.[F-].C([N+](CCCC)(CCCC)CCCC)CCC.C(OCC)C>O1CCCC1>[C:1]([C:4]1[CH:5]=[C:6]2[N:14]3[C:9](=[C:10]([CH2:15][OH:16])[CH:11]=[CH:12][C:13]=13)[C:8]([CH2:24][CH3:25])=[C:7]2[C:26]1[CH:27]=[CH:28][C:29]([O:32][CH2:33][C:34]2[CH:35]=[CH:36][CH:37]=[CH:38][CH:39]=2)=[CH:30][CH:31]=1)(=[O:3])[CH3:2] |f:1.2.3|. Procedure: 4-Acetyl-2-(4-benzyloxyphenyl)-7-(tert-butyldimethylsilanyloxymethyl)-1-ethylpyrrolo[2,1,5-cd]indolizine (1.5 g, 2.79 mmol) and tetrabutylammoniumfluoride hydrate (2.92 g. 11.16 mmol) was dissolved in 20 ml of dry tetrahydrofuran and stirred for 24 hours. Diethyl ether (100 ml) was added and the organic layer was extracted with 100 ml of 15% acetic acid, 100 ml of saturated sodium hydrogen carbonate, 100 ml of water, washed with brine, dried over sodium sulfate, and evaporated to a red-brown sol... Reactants: Compound II, ClC1=CC=C(CNC(=O)NN(C)CC(=O)O)C=C1 (2-(2-(4-chlorobenzylcarbamoyl)-1-methylhydrazinyl)acetic acid), N[C@H](C(=O)N([C@H](C(OCC)OCC)C)CC=1C2=C(SC1)C=CC=C2)CC(=O)NC(C2=CC=CC=C2)(C2=CC=CC=C2)C2=CC=CC=C2 ((S)-2-amino-N1-(benzo[b]thiophen-3-ylmethyl)-N1—((S)-1,1-diethoxypropan-2-yl)-N4-tritylsuccinamide). The product is ClC1=CC=C(CNC(NN(C)CC(=O)N[C@H](C(=O)N([C@H](C(OCC)OCC)C)CC=2C3=C(SC2)C=CC=C3)CC(NC(C3=CC=CC=C3)(C3=CC=CC=C3)C3=CC=CC=C3)=O)=O)C=C1 (4-(4-chlorobenzyl)-1-(2-((S)-1-((benzo[b]thiophen-3-ylmethyl)((S)-1,1-diethoxypropan-2-yl)amino)-1,4-dioxo-4-(tritylamino)butan-2-ylamino)-2-oxoethyl)-1-methylsemicarbazide). RXN SMILES: [Cl:1][C:2]1[CH:18]=[CH:17][C:5]([CH2:6][NH:7][C:8]([NH:10][N:11]([CH2:13][C:14]([OH:16])=O)[CH3:12])=[O:9])=[CH:4][CH:3]=1.[NH2:19][C@@H:20]([CH2:43][C:44]([NH:46][C:47]([C:60]1[CH:65]=[CH:64][CH:63]=[CH:62][CH:61]=1)([C:54]1[CH:59]=[CH:58][CH:57]=[CH:56][CH:55]=1)[C:48]1[CH:53]=[CH:52][CH:51]=[CH:50][CH:49]=1)=[O:45])[C:21]([N:23]([CH2:33][C:34]1[C:35]2[CH:42]=[CH:41][CH:40]=[CH:39][C:36]=2[S:37][CH:38]=1)[C@@H:24]([CH3:32])[CH:25]([O:29][CH2:30][CH3:31])[O:26][CH2:27][CH3:28])=[O:22]>>[Cl:1][C:2]1[CH:3]=[CH:4][C:5]([CH2:6][NH:7][C:8](=[O:9])[NH:10][N:11]([CH2:13][C:14]([NH:19][C@@H:20]([CH2:43][C:44](=[O:45])[NH:46][C:47]([C:54]2[CH:55]=[CH:56][CH:57]=[CH:58][CH:59]=2)([C:48]2[CH:49]=[CH:50][CH:51]=[CH:52][CH:53]=2)[C:60]2[CH:61]=[CH:62][CH:63]=[CH:64][CH:65]=2)[C:21]([N:23]([CH2:33][C:34]2[C:35]3[CH:42]=[CH:41][CH:40]=[CH:39][C:36]=3[S:37][CH:38]=2)[C@@H:24]([CH3:32])[CH:25]([O:26][CH2:27][CH3:28])[O:29][CH2:30][CH3:31])=[O:22])=[O:16])[CH3:12])=[CH:17][CH:18]=1. Reported procedure: According to the procedure described in the synthesis method of Compound II-15, 2-(2-(4-chlorobenzylcarbamoyl)-1-methylhydrazinyl)acetic acid (Compound VI-7) 63 mg (0.23 mmol) was coupled with (S)-2-amino-N1-(benzo[b]thiophen-3-ylmethyl)-N1—((S)-1,1-diethoxypropan-2-yl)-N4-tritylsuccinamide (Compound IV-21) 100 mg (0.15 mmol) to obtain the title compound. Starting materials: CS(=O)(=O)OC=1C=CC2=C(C(C(O2)O)(C)C)C1 (2-hydroxy-2,3-dihydro-3,3-dimethylbenzofuran-5-yl methanesulphonate), aqueous solution, chromic oxide, O (water). Run in C(C)(=O)O (acetic acid). Product: CS(=O)(=O)OC1C=CC2=C(C(C(O2)=O)(C)C)C1 (2-oxo-2,5-dihydro-3,3-dimethyl-benzofuran-5-yl methanesulphonate). Isolated yield 70.0%. RXN SMILES: [CH3:1][S:2]([O:5][C:6]1[CH:7]=[CH:8][C:9]2[O:13][CH:12]([OH:14])[C:11]([CH3:16])([CH3:15])[C:10]=2[CH:17]=1)(=[O:4])=[O:3].O>C(O)(=O)C>[CH3:1][S:2]([O:5][CH:6]1[CH2:17][C:10]2[C:11]([CH3:15])([CH3:16])[C:12](=[O:14])[O:13][C:9]=2[CH:8]=[CH:7]1)(=[O:3])=[O:4]. Reported procedure: A solution of 2-hydroxy-2,3-dihydro-3,3-dimethylbenzofuran-5-yl methanesulphonate (20 parts) in warm acetic acid (200 parts) was treated with 200 parts of a 20% aqueous solution of chromic oxide. After about 15 seconds the mixture was poured into water and the solution extracted with ether. The extracts were thoroughly washed with aqueous sodium bicarbonate, then dried and the solvent evaporated to give 2-oxo-2,5-dihydro-3,3-dimethyl-benzofuran-5-yl methanesulphonate (14 parts, 70% yield), melti...